Task: describe an organic reaction: reactants, conditions, products, and yield. Dataset: the Open Reaction Database (ORD), a public repository of structured organic reaction records Reactants: CC(COC1CCC(CC1)=O)=C (4-(2-methyl-allyloxy)-cyclohexanone), CCOCC (ether), Cl (hydrochloric acid), C (charcoal). The solvent is CO (methanol). Product: C(C(C)C)OC1CCC(CC1)=O (4-isobutoxy-cyclohexanone). Yield: 61.7%. As a reaction SMILES: [CH3:1][C:2](=[CH2:12])[CH2:3][O:4][CH:5]1[CH2:10][CH2:9][C:8](=[O:11])[CH2:7][CH2:6]1.C.CCOCC.Cl>CO>[CH2:3]([O:4][CH:5]1[CH2:10][CH2:9][C:8](=[O:11])[CH2:7][CH2:6]1)[CH:2]([CH3:12])[CH3:1]. Procedure: 16.9 g (0.1 mole) of compound (16) were dissolved in 90 ml methanol. After adding 1.8 g of palladinised charcoal (10% Pd content), the solution was hydrogenated at room temperature and normal pressure. The catalyst was then removed and the solvent was distilled off under vacuum. The 15 g of crude product which were obtained were stirred for 1 hour at room temperature with 60 ml ether and 30 ml of 4N hydrochloric acid. This was followed by neutralisation with sodium hydrogen carbonate, separation... RXN SMILES: [CH3:38][N:39]([CH3:40])[CH:41]=[O:42].[CH3:43][CH2:44][O:45][C:46](=[O:47])[CH3:48].[CH:29]([N:30]([CH2:31][CH3:32])[CH:33]([CH3:34])[CH3:35])([CH3:36])[CH3:37].[Cl:1][c:2]1[n:3][c:4]2[n:5]([c:6]([Cl:17])[c:7]1-[c:8]1[c:9]([F:16])[cH:10][c:11]([F:15])[cH:12][c:13]1[F:14])[n:18][cH:19][n:20]2.[ClH:21].[F:22][C:23]([CH:24]([CH3:25])[NH2:26])([F:27])[F:28]>>[Cl:1][c:2]1[n:3][c:4]2[n:5]([c:6]([NH:26][CH:24]([C:23]([F:22])([F:27])[F:28])[CH3:25])[c:7]1-[c:8]1[c:9]([F:16])[cH:10][c:11]([F:15])[cH:12][c:13]1[F:14])[n:18][cH:19][n:20]2. Yields the product CC(Nc1c(-c2c(F)cc(F)cc2F)c(Cl)nc2ncnn12)C(F)(F)F. Reactants: CN(C)C=O, CCOC(C)=O, CCN(C(C)C)C(C)C, Fc1cc(F)c(-c2c(Cl)nc3ncnn3c2Cl)c(F)c1, Cl, CC(N)C(F)(F)F. The product is CC1=C(C=CC=C1C)N1CCN(CC1)CCN1C(=NC2=CC=CC=C2C1=O)CC (3-(2-(4-(2,3-dimethylphenyl)piperazine-1-yl)ethyl)-2-ethylquinazoline-4 (3H)-one). Procedure: This compound was prepared in compliance with the procedure described in 7d, using 1-(2,3-dimethylphenyl)piperazine instead of 1-(3-(trifluoromethyl)phenyl)piperazine. The reactants are C(C)C1=NC2=CC=CC=C2C(N1CCN1CCN(CC1)C1=CC(=CC=C1)C(F)(F)F)=O (2-ethyl-3-(2-(4-(3-(trifluoromethyl)phenyl)piperazine-1-yl)ethyl) quinazoline-4 (3H)-one), CC1=C(C=CC=C1C)N1CCNCC1 (1-(2,3-dimethylphenyl)piperazine). RXN SMILES: [CH2:1]([C:3]1[N:12]([CH2:13][CH2:14][N:15]2[CH2:20][CH2:19][N:18]([C:21]3[CH:26]=[CH:25][CH:24]=[C:23]([C:27](F)(F)F)[CH:22]=3)[CH2:17][CH2:16]2)[C:11](=[O:31])[C:10]2[C:5](=[CH:6][CH:7]=[CH:8][CH:9]=2)[N:4]=1)[CH3:2].[CH3:32]C1C(C)=CC=CC=1N1CCNCC1>>[CH3:32][C:22]1[C:23]([CH3:27])=[CH:24][CH:25]=[CH:26][C:21]=1[N:18]1[CH2:19][CH2:20][N:15]([CH2:14][CH2:13][N:12]2[C:11](=[O:31])[C:10]3[C:5](=[CH:6][CH:7]=[CH:8][CH:9]=3)[N:4]=[C:3]2[CH2:1][CH3:2])[CH2:16][CH2:17]1. The reactants are C([O-])(O)=O.[Na+] (sodium bicarbonate), [Cl-].[Na+] (sodium chloride), [Si](C)(C)(C(C)(C)C)O[C@H](C)[C@H]1C(N[C@H]1C#CSC1=CC=CC=C1)=O ((3S, 4R)-3-[(R)-1-t-butyldimethylsilyloxyethyl]-4-[(phenylthio)ethynyl]-2-azetidinone), FC(C(=O)O)(F)F (trifluoroacetic acid). Run in C(C)(=O)OCC (ethyl acetate), O (water), C(Cl)Cl (methylene chloride). Reaction conditions: time 30 minute. The product is [Si](C)(C)(C(C)(C)C)O[C@H](C)[C@H]1C(N[C@@H]1CC(=O)SC1=CC=CC=C1)=O ((3S, 4R)-3-[(R)-1-t-Butyldimethylsilyloxyethyl]-4-[(phenylthio)carbonylmethyl]-2-azetidinone). Isolated yield 89.9%. As a reaction SMILES: [Si:1]([O:8][C@@H:9]([C@@H:11]1[C@H:14]([C:15]#[C:16][S:17][C:18]2[CH:23]=[CH:22][CH:21]=[CH:20][CH:19]=2)[NH:13][C:12]1=[O:24])[CH3:10])([C:4]([CH3:7])([CH3:6])[CH3:5])([CH3:3])[CH3:2].FC(F)(F)C(O)=[O:28].C(=O)(O)[O-].[Na+].[Cl-].[Na+]>C(Cl)Cl.C(OCC)(=O)C.O>[Si:1]([O:8][C@@H:9]([C@@H:11]1[C@@H:14]([CH2:15][C:16]([S:17][C:18]2[CH:19]=[CH:20][CH:21]=[CH:22][CH:23]=2)=[O:28])[NH:13][C:12]1=[O:24])[CH3:10])([C:4]([CH3:7])([CH3:5])[CH3:6])([CH3:3])[CH3:2] |f:2.3,4.5|. Procedure: To a solution of 3.28 g of (3S, 4R)-3-[(R)-1-t-butyldimethylsilyloxyethyl]-4-[(phenylthio)ethynyl]-2-azetidinone in 75.0 ml of anhydrous methylene chloride were added, under an atmosphere of nitrogen gas, 3.5 ml of trifluoroacetic acid, with stirring and ice-cooling. The mixture was then stirred for 30 minutes under ice-cooling and for a further 1.5 hours at room temperature. The reaction mixture was then poured into a mixture of 1.14 g of sodium bicarbonate, 75 ml of water and 300 ml of ethyl a... Reactants: CCCCCO, Cc1ccc(CN2C3CCCC2CC(=NO)C3)cc1, Cl, [Na]. Product: Cc1ccc(CN2C3CCCC2CC(N)C3)cc1. Reaction SMILES: [CH2:22]([OH:23])[CH2:24][CH2:25][CH2:26][CH3:27].[CH3:1][c:2]1[cH:3][cH:4][c:5]([CH2:6][N:7]2[CH:8]3[CH2:9][C:10](=[N:16][OH:17])[CH2:11][CH:12]2[CH2:13][CH2:14][CH2:15]3)[cH:18][cH:19]1.[ClH:21].[Na:20]>>[CH3:1][c:2]1[cH:3][cH:4][c:5]([CH2:6][N:7]2[CH:8]3[CH2:9][CH:10]([NH2:16])[CH2:11][CH:12]2[CH2:13][CH2:14][CH2:15]3)[cH:18][cH:19]1. Reactants: O (Water), BrC1=CC=C(C(C=O)=C1)O (5-bromosalicylaldehyde), C([O-])([O-])=O.[K+].[K+] (potassium carbonate), C(CCCCCCC)Br (octyl bromide). The solvent is CN(C=O)C (N,N-dimethylformamide). Run at time 1.5 hour. Product: BrC=1C=CC(=C(C=O)C1)OCCCCCCCC (5-bromo-2-octyloxybenzaldehyde). RXN SMILES: [Br:1][C:2]1[CH:9]=[C:6]([CH:7]=[O:8])[C:5]([OH:10])=[CH:4][CH:3]=1.C(=O)([O-])[O-].[K+].[K+].[CH2:17](Br)[CH2:18][CH2:19][CH2:20][CH2:21][CH2:22][CH2:23][CH3:24].O>CN(C)C=O>[Br:1][C:2]1[CH:3]=[CH:4][C:5]([O:10][CH2:17][CH2:18][CH2:19][CH2:20][CH2:21][CH2:22][CH2:23][CH3:24])=[C:6]([CH:9]=1)[CH:7]=[O:8] |f:1.2.3|. Reported procedure: To a suspension of 5-bromosalicylaldehyde (5.00 g) and potassium carbonate (10.3 g) in N,N-dimethylformamide (50 ml) was added octyl bromide (4.52 ml), and the mixture was stirred at room temperature for 1.5 hr, and further at 50° C. for 3.5 hr. Water was added to the reaction mixture, and the mixture was extracted with ethyl acetate. The organic layer was washed with saturated brine 3 times, and dried over anhydrous magnesium sulfate, and the solvent was evaporated under reduced pressure to giv... Yields the product O=C(O)CN1CCC(C2CCN(C(=O)C(Cc3cc(Br)c(O)c(Br)c3)OC(=O)N3CCC(N4CCc5ccccc5NC4=O)CC3)CC2)CC1. As a reaction SMILES: [CH2:59]1[O:60][CH2:61][CH2:62][CH2:63]1.[CH:55]([OH:56])=[O:57].[Li+:2].[O:3]=[C:4]1[NH:5][c:6]2[c:7]([cH:51][cH:52][cH:53][cH:54]2)[CH2:8][CH2:9][N:10]1[CH:11]1[CH2:12][CH2:13][N:14]([C:17](=[O:18])[O:19][CH:20]([C:21](=[O:22])[N:23]2[CH2:24][CH2:25][CH:26]([CH:29]3[CH2:30][CH2:31][N:32]([CH2:35][C:36](=[O:37])[O:38][CH2:39][CH3:40])[CH2:33][CH2:34]3)[CH2:27][CH2:28]2)[CH2:41][c:42]2[cH:43][c:44]([Br:50])[c:45]([OH:49])[c:46]([Br:48])[cH:47]2)[CH2:15][CH2:16]1.[OH-:1].[OH2:58]>>[O:3]=[C:4]1[NH:5][c:6]2[c:7]([cH:51][cH:52][cH:53][cH:54]2)[CH2:8][CH2:9][N:10]1[CH:11]1[CH2:12][CH2:13][N:14]([C:17](=[O:18])[O:19][CH:20]([C:21](=[O:22])[N:23]2[CH2:24][CH2:25][CH:26]([CH:29]3[CH2:30][CH2:31][N:32]([CH2:35][C:36](=[O:37])[OH:38])[CH2:33][CH2:34]3)[CH2:27][CH2:28]2)[CH2:41][c:42]2[cH:43][c:44]([Br:50])[c:45]([OH:49])[c:46]([Br:48])[cH:47]2)[CH2:15][CH2:16]1. Reactants: C1CCOC1, O=CO, [Li+], CCOC(=O)CN1CCC(C2CCN(C(=O)C(Cc3cc(Br)c(O)c(Br)c3)OC(=O)N3CCC(N4CCc5ccccc5NC4=O)CC3)CC2)CC1, [OH-], O. Yields the product C(C)(C)(C)OC(=O)N1CCC(CC1)CN1C(CN(CC1)S(=O)(=O)C=1COC2=C(C1)C=CC(=C2)Cl)=O (1-[1-(tert-butoxycarbonyl)piperidin-4-ylmethyl]-4-(7-chloro-2H-benzopyran-3-sulfonyl)-2-piperazinone). RXN SMILES: [C:1]([O:5][C:6]([N:8]1[CH2:13][CH2:12][CH:11]([CH2:14][N:15]2[CH2:20][CH2:19][N:18]([S:21]([CH:24]=[CH2:25])(=[O:23])=[O:22])[CH2:17][C:16]2=[O:26])[CH2:10][CH2:9]1)=[O:7])([CH3:4])([CH3:3])[CH3:2].[Cl:27][C:28]1[CH:29]=[C:30]([OH:36])[C:31](=[CH:34][CH:35]=1)[CH:32]=O.CC(C)([O-])C.[K+]>C(O)(C)(C)C>[C:1]([O:5][C:6]([N:8]1[CH2:13][CH2:12][CH:11]([CH2:14][N:15]2[CH2:20][CH2:19][N:18]([S:21]([C:24]3[CH2:25][O:36][C:30]4[CH:29]=[C:28]([Cl:27])[CH:35]=[CH:34][C:31]=4[CH:32]=3)(=[O:22])=[O:23])[CH2:17][C:16]2=[O:26])[CH2:10][CH2:9]1)=[O:7])([CH3:3])([CH3:4])[CH3:2] |f:2.3|. The reactants are C(C)(C)(C)OC(=O)N1CCC(CC1)CN1C(CN(CC1)S(=O)(=O)C=C)=O (1-[1-(tert-butoxycarbonyl)piperidin-4-ylmethyl]-4-vinylsulfonyl-2-piperazinone), ClC=1C=C(C(C=O)=CC1)O (4-chlorosalicylaldehyde), CC(C)([O-])C.[K+] (potassium t-butoxide). Yield: 34.3%. Run in C(C)(C)(C)O (tert-butanol). Procedure details: To a solution of the obtained 1-[1-(tert-butoxycarbonyl)piperidin-4-ylmethyl]-4-vinylsulfonyl-2-piperazinone (3.99 g) and 4-chlorosalicylaldehyde (1.61 g) in tert-butanol (35 ml) was added potassium t-butoxide (446 mg), and the mixture was refluxed for 4 days. The reaction solution was concentrated, and the residue was partitioned with ethyl acetate/water. The organic layer was washed with brine, dried and concentrated, and the residue was purified with silica gel column chromatography (hexane:e... The reactants are COc1cccc2nc(-c3ccc(OCC(C)C)c(C#N)c3)sc12, Cl, [Li], CN(C)C=O. The product is CC(C)COc1ccc(-c2nc3cccc(O)c3s2)cc1C#N. Reaction SMILES: [C:2](#[N:3])[c:4]1[cH:5][c:6](-[c:15]2[s:16][c:17]3[c:18]([n:19]2)[cH:20][cH:21][cH:22][c:23]3[O:24][CH3:25])[cH:7][cH:8][c:9]1[O:10][CH2:11][CH:12]([CH3:13])[CH3:14].[ClH:26].[Li:1].[O:27]=[CH:28][N:29]([CH3:30])[CH3:31]>>[C:2](#[N:3])[c:4]1[cH:5][c:6](-[c:15]2[s:16][c:17]3[c:18]([n:19]2)[cH:20][cH:21][cH:22][c:23]3[OH:24])[cH:7][cH:8][c:9]1[O:10][CH2:11][CH:12]([CH3:13])[CH3:14]. Reactants: CCOC(OCC)c1cc2ccc(C(=O)OC)cc2o1, CO, [Na+], [OH-], O. Reaction SMILES: [CH2:1]([CH3:2])[O:3][CH:4]([c:5]1[o:6][c:7]2[c:8]([cH:9]1)[cH:10][cH:11][c:12]([C:14](=[O:15])[O:16][CH3:17])[cH:13]2)[O:18][CH2:19][CH3:20].[CH3:23][OH:24].[Na+:22].[OH-:21].[OH2:25]>>[CH2:1]([CH3:2])[O:3][CH:4]([c:5]1[o:6][c:7]2[c:8]([cH:9]1)[cH:10][cH:11][c:12]([C:14](=[O:15])[OH:16])[cH:13]2)[O:18][CH2:19][CH3:20]. Product: CCOC(OCC)c1cc2ccc(C(=O)O)cc2o1.